The task is: describe an organic reaction: reactants, conditions, products, and yield. This data is from the Open Reaction Database (ORD), a public repository of structured organic reaction records. Starting materials: CC(=O)SCC(CCC(O)C(C)C)C(=O)N1CCCC1C(=O)O, CSCC(CSC(C)=O)C(=O)N1CCCC1C(=O)O. Yields the product CC(C)C(O)CCC(CS)C(=O)N1CCCC1C(=O)O. Reaction SMILES: [C:1](=[O:2])([CH3:3])[S:4][CH2:5][CH:6]([C:7](=[O:8])[N:9]1[CH:10]([C:11](=[O:12])[OH:13])[CH2:14][CH2:15][CH2:16]1)[CH2:17][CH2:18][CH:19]([CH:20]([CH3:21])[CH3:22])[OH:23].[C:24]([S:25][CH2:26][CH:27]([CH2:28][S:29][CH3:30])[C:31]([N:32]1[CH2:33][CH2:34][CH2:35][CH:36]1[C:37]([OH:38])=[O:39])=[O:40])(=[O:41])[CH3:42]>>[SH:4][CH2:5][CH:6]([C:7](=[O:8])[N:9]1[CH:10]([C:11](=[O:12])[OH:13])[CH2:14][CH2:15][CH2:16]1)[CH2:17][CH2:18][CH:19]([CH:20]([CH3:21])[CH3:22])[OH:23]. Reactants: CC(C(=O)[O-])C1CCN2C1=C(C=1C(=CC(=CC21)F)Br)SC2=CC=C(C=C2)Cl ((+/−)-methyl[8-bromo-9-[(4-chlorophenyl)sulfanyl]-6-fluoro-2,3-dihydro-1H-pyrrolo[1,2-a]indol-1-yl]acetate), ClC=1C=C(C=CC1Cl)B(O)O (3,4-dichlorophenylboronic acid). The product is ClC1=CC=C(C=C1)SC1=C2N(C=3C=C(C=C(C13)C1=CC(=C(C=C1)Cl)Cl)F)CCC2CC(=O)O ((+/−)-[9-[(4-chlorophenyl)thio]-8-(3,4-dichlorophenyl)-6-fluoro-2,3-dihydro-1H-pyrrolo[1,2-a]indol-1-yl]acetic acid). As a reaction SMILES: C[CH:2]([CH:6]1[C:10]2=[C:11]([S:20][C:21]3[CH:26]=[CH:25][C:24]([Cl:27])=[CH:23][CH:22]=3)[C:12]3[C:13](Br)=[CH:14][C:15]([F:18])=[CH:16][C:17]=3[N:9]2[CH2:8][CH2:7]1)[C:3]([O-:5])=[O:4].[Cl:28][C:29]1[CH:30]=[C:31](B(O)O)[CH:32]=[CH:33][C:34]=1[Cl:35]>>[Cl:27][C:24]1[CH:23]=[CH:22][C:21]([S:20][C:11]2[C:12]3[C:13]([C:32]4[CH:31]=[CH:30][C:29]([Cl:28])=[C:34]([Cl:35])[CH:33]=4)=[CH:14][C:15]([F:18])=[CH:16][C:17]=3[N:9]3[CH2:8][CH2:7][CH:6]([CH2:2][C:3]([OH:5])=[O:4])[C:10]=23)=[CH:26][CH:25]=1. Procedure: Starting from (+/−)-methyl[8-bromo-9-[(4-chlorophenyl)sulfanyl]-6-fluoro-2,3-dihydro-1H-pyrrolo[1,2-a]indol-1-yl]acetate (Example 7, Step 9) and 3,4-dichlorophenylboronic acid, the title compound was synthesized following the procedures described in Example 108. Starting materials: [H-].[Na+] (sodium hydride), FC1=C(CC2CCC(CC2)CO)C=CC=C1 (4-(2-Fluorobenzyl)cyclohexylmethanol), FC1=C(C#N)C(=CC=C1)F (2,6-difluorobenzonitrile). Run in CN(C=O)C (dimethylformamide), CN(C=O)C (dimethylformamide). Reaction conditions: temperature 0 celsius, time 2 hour. Yields the product FC1=C(C#N)C(=CC=C1)OCC1CCC(CC1)CC1=C(C=CC=C1)F (2-Fluoro-6-[4-(2-fluorobenzyl)cyclohexylmethoxy]benzonitrile). Isolated yield 97.5%. Reaction SMILES: [H-].[Na+].[F:3][C:4]1[CH:18]=[CH:17][CH:16]=[CH:15][C:5]=1[CH2:6][CH:7]1[CH2:12][CH2:11][CH:10]([CH2:13][OH:14])[CH2:9][CH2:8]1.[F:19][C:20]1[CH:27]=[CH:26][CH:25]=[C:24](F)[C:21]=1[C:22]#[N:23]>CN(C)C=O>[F:19][C:20]1[CH:27]=[CH:26][CH:25]=[C:24]([O:14][CH2:13][CH:10]2[CH2:9][CH2:8][CH:7]([CH2:6][C:5]3[CH:15]=[CH:16][CH:17]=[CH:18][C:4]=3[F:3])[CH2:12][CH2:11]2)[C:21]=1[C:22]#[N:23] |f:0.1|. Procedure: In an 18 mL vial, sodium hydride was suspended in 2 mL dry dimethylformamide and chilled to 0° C. under nitrogen flow. 4-(2-Fluorobenzyl)cyclohexylmethanol (155 mg; 0.7 mmol) was added over 2 minutes and warmed to room temperature for 2 hours. Mixture was then added to a 0° C. mixture of 2,6-difluorobenzonitrile (97 mg; 0.7 mmol) in 2 mL of dimethylformamide over 1 minute and mixture continued to stir an additional 2 hours. Mixture was quenched over 10 g of ice and extracted 3× ethyl acetate 20 ... Starting materials: C1=CC(=CC(=C1)Cl)C(=O)OO (MCPBA), FC1=C2C=CCOC2=C(C=C1)F (5,8-Difluoro-2H-chromene), [O-]S(=O)(=S)[O-].[Na+].[Na+] (Na2S2O3). The solvent is C(Cl)Cl (DCM), O (water). Run at time 30 minute. Product: FC1=C2C3C(COC2=C(C=C1)F)O3 (5,8-Difluoro-2H-chromene oxide). Yield: 55.9%. As a reaction SMILES: [F:1][C:2]1[CH:11]=[CH:10][C:9]([F:12])=[C:8]2[C:3]=1[CH:4]=[CH:5][CH2:6][O:7]2.C1C=C(Cl)C=C(C(OO)=[O:21])C=1.[O-]S([O-])(=S)=O.[Na+].[Na+]>C(Cl)Cl.O>[F:1][C:2]1[CH:11]=[CH:10][C:9]([F:12])=[C:8]2[C:3]=1[CH:4]1[O:21][CH:5]1[CH2:6][O:7]2 |f:2.3.4|. Procedure details: 5,8-Difluoro-2H-chromene (35 g, 0.21 mole) was dissolved in 500 ml DCM and MCPBA (77%, 93 g, 0.42 mole) was added. The reaction was stirred at room temperature for 30 minutes. 50 g Na2S2O3 in 500 ml water was added to quench the reaction. The organic layer washed with 2N NaOH solution (2×500 ml), brine (200 ml), dried over Na2SO4 and concentrated. The residue was recrystallized from EtOAc/Hexane solution to give rise to 21.6 g pure product. The residue from mother liquor was purified by column c... Reactants: IC=1C=CC(=NC1)N (5-iodopyridin-2-amine), CC1(C(OC(C1)=O)=O)C (3,3-dimethyldihydrofuran-2,5-dione). The solvent is CN(C)C=O (DMF). Run at temperature 150 celsius, time 3 hour. Product: IC=1C=CC(=NC1)N1C(C(CC1=O)(C)C)=O (1-(5-iodopyridin-2-yl)-3,3-dimethylpyrrolidine-2,5-dione). Yield: 86.6%. Reaction SMILES: [I:1][C:2]1[CH:3]=[CH:4][C:5]([NH2:8])=[N:6][CH:7]=1.[CH3:9][C:10]1([CH3:17])[CH2:14][C:13](=O)[O:12][C:11]1=[O:16]>CN(C=O)C>[I:1][C:2]1[CH:3]=[CH:4][C:5]([N:8]2[C:13](=[O:12])[CH2:14][C:10]([CH3:17])([CH3:9])[C:11]2=[O:16])=[N:6][CH:7]=1. Reported procedure: 5-iodopyridin-2-amine (1 g, 4.55 mmol) was dissolved in DMF (5 ml) and 3,3-dimethyldihydrofuran-2,5-dione (1.28 g, 10.0 mmol, 2.2 equiv.) was added at room temperature. The mixture was stirred for 3 hr at 150° C. The reaction mixture was evaporated to dryness and loaded directly to a silica gel column. The crude material was purified by flash chromatography on silica gel (20 gr, ethyl acetate/heptane gradient, 0:100 to 100:0). The desired 1-(5-iodopyridin-2-yl)-3,3-dimethylpyrrolidine-2,5-dione ... The reactants are O=C([O-])[O-], COc1cc(O)ccc1[N+](=O)[O-], [Cs+], [Cs+], CS(=O)(=O)OC1CCOCC1, CN(C)C=O, O. Product: COc1cc(OC2CCOCC2)ccc1[N+](=O)[O-]. As a reaction SMILES: [C:13](=[O:14])([O-:15])[O-:16].[CH3:1][O:2][c:3]1[cH:4][c:5]([OH:12])[cH:6][cH:7][c:8]1[N+:9](=[O:10])[O-:11].[Cs+:17].[Cs+:18].[O:19]1[CH2:20][CH2:21][CH:22]([O:25][S:26]([CH3:27])(=[O:28])=[O:29])[CH2:23][CH2:24]1.[O:30]=[CH:31][N:32]([CH3:33])[CH3:34].[OH2:35]>>[CH3:1][O:2][c:3]1[cH:4][c:5]([O:12][CH:22]2[CH2:21][CH2:20][O:19][CH2:24][CH2:23]2)[cH:6][cH:7][c:8]1[N+:9](=[O:10])[O-:11].